describe an organic reaction: reactants, conditions, products, and yield From a dataset of the Open Reaction Database (ORD), a public repository of structured organic reaction records. Starting materials: CC1=CC2=C(CN(CCC2O)C)O1 (2,7-dimethyl-5,6,7,8-tetrahydro-4H-furo[2,3-c]azepin-4-ol), BrC=1C(=C(C=CC1)F)Cl (3-bromo-2-chloro-1-fluorobenzene). Product: BrC=1C(=C(C=CC1)OC1C2=C(CN(CC1)C)OC(=C2)C)Cl (4-(3-Bromo-2-chlorophenyloxy)-2,7-dimethyl-5,6,7,8-tetrahydro-4H-furo[2,3-c]azepine). As a reaction SMILES: [CH3:1][C:2]1[O:13][C:5]2[CH2:6][N:7]([CH3:12])[CH2:8][CH2:9][CH:10]([OH:11])[C:4]=2[CH:3]=1.[Br:14][C:15]1[C:16]([Cl:22])=[C:17](F)[CH:18]=[CH:19][CH:20]=1>>[Br:14][C:15]1[C:16]([Cl:22])=[C:17]([O:11][CH:10]2[CH2:9][CH2:8][N:7]([CH3:12])[CH2:6][C:5]3[O:13][C:2]([CH3:1])=[CH:3][C:4]2=3)[CH:18]=[CH:19][CH:20]=1. Procedure: The same method as in Example 1 was conducted using 2,7-dimethyl-5,6,7,8-tetrahydro-4H-furo[2,3-c]azepin-4-ol (Reference Example 20) instead of 6-methyl-4,5,6,7-tetrahydrothieno[2,3-c]pyridin-4-ol (Reference Example 6) and was conducted using 3-bromo-2-chloro-1-fluorobenzene instead of 1-fluoronaphthalene to give the objective compound. Reactants: C(C)OC1=CC(=C(C=C1)NC(CNC1=CC=CC=C1)=O)NCC(C)C (N-{4-ethoxy-2-[(2-methylpropyl)amino]phenyl}-2(phenylamino)acetamide). The solvent is CC(=O)O (AcOH). Yields the product C(C)OC=1C=CC2=C(N(C(=N2)CNC2=CC=CC=C2)CC(C)C)C1 ({[6-Ethoxy-1-(2-methylpropyl)benzimidazole-2-yl]methyl}phenylamine). Isolated yield 105.4%. As a reaction SMILES: [CH2:1]([O:3][C:4]1[CH:9]=[CH:8][C:7]([NH:10][C:11](=O)[CH2:12][NH:13][C:14]2[CH:19]=[CH:18][CH:17]=[CH:16][CH:15]=2)=[C:6]([NH:21][CH2:22][CH:23]([CH3:25])[CH3:24])[CH:5]=1)[CH3:2]>CC(O)=O>[CH2:1]([O:3][C:4]1[CH:9]=[CH:8][C:7]2[N:10]=[C:11]([CH2:12][NH:13][C:14]3[CH:19]=[CH:18][CH:17]=[CH:16][CH:15]=3)[N:21]([CH2:22][CH:23]([CH3:25])[CH3:24])[C:6]=2[CH:5]=1)[CH3:2]. Reported procedure: A solution of 60 (3.0 g, 0.0088 mol) in AcOH (50 mL) was heated at 100° C. for 3 hr. The mixture was then concentrated in vacuo. To the residue was added EtOAc (100 mL) and 37% aqueous ammonia (15 mL). The organic phase was washed with saturated NaHCO3 (2×75 mL) and brine (75 mL), filtered through phase separation filter paper, and concentrated in vacuo to give 3.0 g of a red oil. The oil was chromatographed on 30 g of silica gel with 10 g of anhydrous sodium sulfate on top packed with hexanes. ... Reactants: CCN(C(C)C)C(C)C, CC(C)N1CCNCC1, O=[N+]([O-])c1ccc(F)cc1, CN(C)C=O. Product: CC(C)N1CCN(c2ccc([N+](=O)[O-])cc2)CC1. As a reaction SMILES: [CH:11]([N:12]([CH2:13][CH3:14])[CH:15]([CH3:16])[CH3:17])([CH3:18])[CH3:19].[CH:20]([CH3:21])([CH3:22])[N:23]1[CH2:24][CH2:25][NH:26][CH2:27][CH2:28]1.[F:1][c:2]1[cH:3][cH:4][c:5]([N+:8](=[O:9])[O-:10])[cH:6][cH:7]1.[O:29]=[CH:30][N:31]([CH3:32])[CH3:33]>>[c:2]1([N:26]2[CH2:25][CH2:24][N:23]([CH:20]([CH3:21])[CH3:22])[CH2:28][CH2:27]2)[cH:3][cH:4][c:5]([N+:8](=[O:9])[O-:10])[cH:6][cH:7]1.